The task is: describe an organic reaction: reactants, conditions, products, and yield. This data is from the Open Reaction Database (ORD), a public repository of structured organic reaction records. The reactants are ClC1=CC=C(C=C1)[C@@H]1COC[C@@H](N1)[C@H](C)O ((S)-1-[(3R,5R)-5-(4-chlorophenyl)morpholine-3-yl]ethanol), resultant solution, N1=CC=CC=C1 (pyridine), C(C(=O)Cl)(=O)Cl (oxalyl chloride). The solvent is ClCCl (dichloromethane), O (water). Conditions: time 1 hour. Yields the product ClC1=CC=C(C=C1)[C@H]1N2[C@H](COC1)[C@@H](OC(C2=O)=O)C ((1S,6R,9aR)-6-(4-chlorophenyl)-1-methyltetrahydro[1,4]oxazino[3,4-c][1,4]oxazine-3,4-dione). Reaction SMILES: [Cl:1][C:2]1[CH:7]=[CH:6][C:5]([C@H:8]2[NH:13][C@@H:12]([C@@H:14]([OH:16])[CH3:15])[CH2:11][O:10][CH2:9]2)=[CH:4][CH:3]=1.N1C=CC=CC=1.[C:23](Cl)(=[O:27])[C:24](Cl)=[O:25]>ClCCl.O>[Cl:1][C:2]1[CH:3]=[CH:4][C:5]([C@@H:8]2[CH2:9][O:10][CH2:11][C@@H:12]3[C@H:14]([CH3:15])[O:16][C:23](=[O:27])[C:24](=[O:25])[N:13]23)=[CH:6][CH:7]=1. Procedure details: To a solution consisting of (S)-1-[(3R,5R)-5-(4-chlorophenyl)morpholine-3-yl]ethanol (833 g) and pyridine (4 mL) in dichloromethane (15 mL) was dropwise added oxalyl chloride (833 μL) while cooling with ice. The resultant solution was stirred at the same temperature for 30 minutes, and then at room temperature for 1 hour. The reaction solution was diluted with water, and the organic layer was partitioned. The organic layer was then dried over anhydrous magnesium sulfate. Solvent was removed by d... The reactants are C(#N)C=1C=CC(=C(C1)S(=O)(=O)NCCC1=C(C=C(C=C1)C1=C(C=CC=C1)S(=O)(=O)C)OCOC)OC (5-cyano-N-[2-(2′-methanesulfonyl-3-methoxymethoxybiphenyl-4-yl)ethyl]-2-methoxybenzenesulfonamide), Cl (hydrochloric acid). Solvent: O (water), C(C)(C)O (isopropanol), O1CCCC1 (tetrahydrofuran). Reaction conditions: temperature 50 celsius, time 2 hour. The product is C(#N)C=1C=CC(=C(C1)S(=O)(=O)NCCC1=C(C=C(C=C1)C1=C(C=CC=C1)S(=O)(=O)C)O)OC (5-cyano-N-[2-(3-hydroxy-2′-methanesulfonylbiphenyl-4-yl)ethyl]-2-methoxybenzenesulfonamide). The yield is 74.9%. RXN SMILES: [C:1]([C:3]1[CH:4]=[CH:5][C:6]([O:35][CH3:36])=[C:7]([S:9]([NH:12][CH2:13][CH2:14][C:15]2[CH:20]=[CH:19][C:18]([C:21]3[CH:26]=[CH:25][CH:24]=[CH:23][C:22]=3[S:27]([CH3:30])(=[O:29])=[O:28])=[CH:17][C:16]=2[O:31]COC)(=[O:11])=[O:10])[CH:8]=1)#[N:2].Cl>C(O)(C)C.O1CCCC1.O>[C:1]([C:3]1[CH:4]=[CH:5][C:6]([O:35][CH3:36])=[C:7]([S:9]([NH:12][CH2:13][CH2:14][C:15]2[CH:20]=[CH:19][C:18]([C:21]3[CH:26]=[CH:25][CH:24]=[CH:23][C:22]=3[S:27]([CH3:30])(=[O:28])=[O:29])=[CH:17][C:16]=2[OH:31])(=[O:10])=[O:11])[CH:8]=1)#[N:2]. Reported procedure: To a suspension of 14.89 g of 5-cyano-N-[2-(2′-methanesulfonyl-3-methoxymethoxybiphenyl-4-yl)ethyl]-2-methoxybenzenesulfonamide in a mixture of 30 mL of isopropanol and 90 mL of tetrahydrofuran was added 11.7 mL of concentrated hydrochloric acid. After being stirred at 50° C. for 2 hours, the reaction mixture was diluted with 50 mL of water, and extracted with 150 mL of ethyl acetate. The organic layer was washed with saturated aqueous sodium bicarbonate solution, and brine, dried over anhydrous... Reactants: C(C)(C)[N-]C(C)C.[Li+] (lithium diisopropylamide), FC1=NC(=CC=C1)C1=CC=C(C=C1)OCCCCCCCC (2-fluoro-6-(4-octyloxyphenyl)pyridine), Cl (hydrochloric acid), B(OC(C)C)(OC(C)C)OC(C)C (triisopropyl borate), [Cl-].[Na+] (sodium chloride). Solvent: O1CCCC1.CCCCCC.C(C)C1=CC=CC=C1 (tetrahydrofuran hexane ethylbenzene), O1CCCC1 (tetrahydrofuran), O1CCCC1 (tetrahydrofuran). Reaction conditions: time 4 hour. Yields the product FC1=NC(=CC=C1O)C1=CC=C(C=C1)OCCCCCCCC (2-fluoro-3-hydroxy-6-(4-octyloxyphenyl)pyridine). The yield is 45.6%. Reaction SMILES: C([N-]C(C)C)(C)C.[Li+].[F:9][C:10]1[CH:15]=[CH:14][CH:13]=[C:12]([C:16]2[CH:21]=[CH:20][C:19]([O:22][CH2:23][CH2:24][CH2:25][CH2:26][CH2:27][CH2:28][CH2:29][CH3:30])=[CH:18][CH:17]=2)[N:11]=1.B(OC(C)C)(OC(C)C)[O:32]C(C)C.Cl.[Cl-].[Na+]>O1CCCC1.CCCCCC.C(C1C=CC=CC=1)C.O1CCCC1>[F:9][C:10]1[C:15]([OH:32])=[CH:14][CH:13]=[C:12]([C:16]2[CH:21]=[CH:20][C:19]([O:22][CH2:23][CH2:24][CH2:25][CH2:26][CH2:27][CH2:28][CH2:29][CH3:30])=[CH:18][CH:17]=2)[N:11]=1 |f:0.1,5.6,7.8.9|. Procedure details: 4.3 ml (8.6 mmol) of a 2-molar lithium diisopropylamide solution in tetrahydrofuran/hexane/ethylbenzene are added dropwise at -78° C. to 2.36 g (7.8 mmol) of 2-fluoro-6-(4-octyloxyphenyl)pyridine (prepared as described in Example 2) in 180 ml of tetrahydrofuran, and the mixture is stirred for 4 hours. 2.95 g (17.2 mmol) of triisopropyl borate in 10 ml of tetrahydrofuran are then added dropwise at -78° C., and the reaction mixture is stirred overnight, during which it warms to room temperature. A... Reactants: C(C#C)OC1OCCCC1 (2-(2-Propynyloxy)tetrahydro-2H-pyran), IC=1C=CC(=NC1)N (5-iodo-2-pyridinylamine), O (water), C(Cl)Cl (CH2Cl2). The reagents and catalysts are [Cu]I (CuI), Cl[Pd]([P](C1=CC=CC=C1)(C2=CC=CC=C2)C3=CC=CC=C3)([P](C4=CC=CC=C4)(C5=CC=CC=C5)C6=CC=CC=C6)Cl (dichlorobis(triphenylphosphine)palladium). Solvent: C(C)NCC (diethylamine). Reaction conditions: time 1 hour. The product is O1C(CCCC1)OCC#CC=1C=CC(=NC1)N (5-(3-(Tetrahydro-2H-pyran-2-yloxy)-1-propynyl)-2-pyridinylamine). Isolated yield 49.5%. RXN SMILES: [CH2:1]([O:4][CH:5]1[CH2:10][CH2:9][CH2:8][CH2:7][O:6]1)[C:2]#[CH:3].I[C:12]1[CH:13]=[CH:14][C:15]([NH2:18])=[N:16][CH:17]=1.O.C(Cl)Cl>C(NCC)C.[Cu]I.Cl[Pd](Cl)([P](C1C=CC=CC=1)(C1C=CC=CC=1)C1C=CC=CC=1)[P](C1C=CC=CC=1)(C1C=CC=CC=1)C1C=CC=CC=1>[O:6]1[CH2:7][CH2:8][CH2:9][CH2:10][CH:5]1[O:4][CH2:1][C:2]#[C:3][C:12]1[CH:13]=[CH:14][C:15]([NH2:18])=[N:16][CH:17]=1 |^1:32,51|. Procedure: 2-(2-Propynyloxy)tetrahydro-2H-pyran (360 mg), 5-iodo-2-pyridinylamine (440 mg), CuI (140 mg) and dichlorobis(triphenylphosphine)palladium (60 mg) are dissolved in diethylamine (10 mL). After the mixture is stirred for 1 h at room temperature, water (40 mL) and CH2Cl2 (80 mL) are added. The organic layer is separated, dried (MgSO4) and concentrated. The resulting residue is purified on a silica gel plate (CH2Cl2/methanol, 9/1) to give 230 mg (50%) of the title compound as an oil which slowly sol...